From a dataset of the Open Reaction Database (ORD), a public repository of structured organic reaction records. describe an organic reaction: reactants, conditions, products, and yield The reactants are [Br-], COC(C)(C)C, COc1ccc(CC(=S)N(C)C)cc1, Cc1ccccc1, CC(C)[Mg+], Cl, O=C1CCCCC1. The product is COc1ccc(C(C(=S)N(C)C)C2(O)CCCCC2)cc1. As a reaction SMILES: [Br-:15].[C:35]([O:36][CH3:37])([CH3:38])([CH3:39])[CH3:40].[CH3:1][N:2]([C:3]([CH2:4][c:5]1[cH:6][cH:7][c:8]([O:11][CH3:12])[cH:9][cH:10]1)=[S:13])[CH3:14].[CH3:28][c:29]1[cH:30][cH:31][cH:32][cH:33][cH:34]1.[CH:16]([Mg+:17])([CH3:18])[CH3:19].[ClH:27].[O:20]=[C:21]1[CH2:22][CH2:23][CH2:24][CH2:25][CH2:26]1>>[CH3:1][N:2]([C:3]([CH:4]([c:5]1[cH:6][cH:7][c:8]([O:11][CH3:12])[cH:9][cH:10]1)[C:21]1([OH:20])[CH2:22][CH2:23][CH2:24][CH2:25][CH2:26]1)=[S:13])[CH3:14]. The reactants are C/C=C/C(=O)N1C(OC[C@@H]1C(C)C)=O (3-(trans-3-Methyl-2-propenoyl)-4-(S)-isopropyl-2-oxazolidinone), C(C1=CC=CC=C1)N(COC)C[Si](C)(C)C (N-benzyl-N-(methoxymethyl)trimethylsilylmethylamine). Product: C(C1=CC=CC=C1)N1C[C@H]([C@@H](C1)C)C(=O)N1C(OC[C@@H]1C(C)C)=O (3-(trans-1-benzyl-4-methyl-3-pyrrolidinylcarbonyl)-4-(S)-isopropyl-2-oxazolidinone). As a reaction SMILES: [CH3:1]/[CH:2]=[CH:3]/[C:4]([N:6]1[C@@H:10]([CH:11]([CH3:13])[CH3:12])[CH2:9][O:8][C:7]1=[O:14])=[O:5].[CH2:15]([N:22]([CH2:26][Si](C)(C)C)[CH2:23]OC)[C:16]1[CH:21]=[CH:20][CH:19]=[CH:18][CH:17]=1>>[CH2:15]([N:22]1[CH2:23][C@@H:2]([CH3:1])[C@H:3]([C:4]([N:6]2[C@@H:10]([CH:11]([CH3:13])[CH3:12])[CH2:9][O:8][C:7]2=[O:14])=[O:5])[CH2:26]1)[C:16]1[CH:17]=[CH:18][CH:19]=[CH:20][CH:21]=1. Procedure: 3-(trans-3-Methyl-2-propenoyl)-4-(S)-isopropyl-2-oxazolidinone (197 mg, 1.00 mmol, Aldrich) was reacted with N-benzyl-N-(methoxymethyl)trimethylsilylmethylamine (238 mg, 1.00 mmol) according to the procedure of Example 1d, to afford the title compound (300 mg). The diasteromers were separated as in Example 1d, and the (3R,4R)-isomer was taken to the next step. MS m/z 331 (M+H)+. The (3S,4S)-isomer was taken to Example 4. MS m/z 331 (M+H)+. Isolated yield 90.8%. Starting materials: CC1=C(C=CC(=C1)C=1OC(=CC1)C)C1=CC=C(C=C1)C(=O)O (2'-Methyl-4'-(5-methylfuran-2-yl)biphenyl-4-carboxylic acid), CN1CCC2(CC1)COC1=CC=3CCNC3C=C12 (1'-methyl-2,3,6,7-tetrahydrospiro[furo[2,3-f]indole-3,4'-piperidine]). The product is CC1=CC=C(O1)C1=CC(=C(C=C1)C1=CC=C(C=C1)C(=O)N1CCC=2C=C3C(=CC12)C1(CCN(CC1)C)CO3)C (5-(4'-(5-methylfuran-2-yl)-2'-methylbiphenyl-4-carbonyl)-1'-methyl-2,3,6,7-tetrahydrospiro[furo[2,3-f]indole-3,4'-piperidine]). RXN SMILES: [CH3:1][C:2]1[CH:7]=[C:6]([C:8]2[O:9][C:10]([CH3:13])=[CH:11][CH:12]=2)[CH:5]=[CH:4][C:3]=1[C:14]1[CH:19]=[CH:18][C:17]([C:20]([OH:22])=O)=[CH:16][CH:15]=1.[CH3:23][N:24]1[CH2:29][CH2:28][C:27]2([C:40]3[C:32](=[CH:33][C:34]4[CH2:35][CH2:36][NH:37][C:38]=4[CH:39]=3)[O:31][CH2:30]2)[CH2:26][CH2:25]1>>[CH3:13][C:10]1[O:9][C:8]([C:6]2[CH:5]=[CH:4][C:3]([C:14]3[CH:15]=[CH:16][C:17]([C:20]([N:37]4[C:38]5[CH:39]=[C:40]6[C:27]7([CH2:30][O:31][C:32]6=[CH:33][C:34]=5[CH2:35][CH2:36]4)[CH2:28][CH2:29][N:24]([CH3:23])[CH2:25][CH2:26]7)=[O:22])=[CH:18][CH:19]=3)=[C:2]([CH3:1])[CH:7]=2)=[CH:12][CH:11]=1. Reported procedure: 2'-Methyl-4'-(5-methylfuran-2-yl)biphenyl-4-carboxylic acid (D119) (160 mg, 0.55 mmol) and 1'-methyl-2,3,6,7-tetrahydrospiro[furo[2,3-f]indole-3,4'-piperidine] (D8, 134 mg, 0.55 mmol) were converted to the title compound using the method outlined in Example 29, as an off-white foam (176 mg, 62%). The reactants are CCOCCOC(=O)CC(C)=O, C1CCNCC1, O=Cc1cccc([N+](=O)[O-])c1, c1ccccc1. Product: CCOCCOC(=O)C(=Cc1cccc([N+](=O)[O-])c1)C(C)=O. Reaction SMILES: [C:12]([CH2:13][C:14](=[O:15])[CH3:16])(=[O:17])[O:18][CH2:19][CH2:20][O:21][CH2:22][CH3:23].[CH2:24]1[CH2:25][CH2:26][NH:27][CH2:28][CH2:29]1.[N+:1](=[O:2])([O-:3])[c:4]1[cH:5][c:6]([CH:7]=[O:8])[cH:9][cH:10][cH:11]1.[cH:30]1[cH:31][cH:32][cH:33][cH:34][cH:35]1>>[N+:1](=[O:2])([O-:3])[c:4]1[cH:5][c:6]([CH:7]=[C:13]([C:12](=[O:17])[O:18][CH2:19][CH2:20][O:21][CH2:22][CH3:23])[C:14](=[O:15])[CH3:16])[cH:9][cH:10][cH:11]1. Starting materials: C1CCOC1, [Li]CCCC, CON(C)C(C)=O, CC(C)NC(C)C, O=C(O)c1ccco1. RXN SMILES: [CH2:28]1[O:29][CH2:30][CH2:31][CH2:32]1.[CH2:8]([Li:9])[CH2:10][CH2:11][CH3:12].[CH3:21][N:22]([C:23]([CH3:24])=[O:25])[O:26][CH3:27].[CH:1]([NH:2][CH:3]([CH3:4])[CH3:5])([CH3:6])[CH3:7].[o:13]1[c:14]([C:18](=[O:19])[OH:20])[cH:15][cH:16][cH:17]1>>[o:13]1[c:14]([C:18](=[O:19])[OH:20])[cH:15][cH:16][c:17]1[C:23]([CH3:24])=[O:25]. Yields the product CC(=O)c1ccc(C(=O)O)o1. Reported procedure: A solution of compound 4 (6.12 g, 14.5 mmol) in MeOH (100 mL) was treated with PPTS (0.36 g, 1.43 mmol) at room temperature for overnight. After concentration, the residue was purified by silica gel column chromatography with 20% EtOAc in hexanes to give 3.84 g of product 5 (11.3 mmol, 78%); 1H NMR (CDCl3) δ 7.80˜7.66 (m, 4H), 7.49˜7.35 (m, 6H), 4.33 (t, J=1.9 Hz, 1H), 3.60 (t, J=6.0 Hz, 2H), 2.40 (tt, J=2.2, 6.1 Hz, 2H) 1.05 (s, 9H). The yield is 77.9%. Product: C(C)(C)(C)[Si](OCC#CCCO)(C1=CC=CC=C1)C1=CC=CC=C1 (5-(tert-Butyl-diphenyl-silanyloxy)-pent-3-yn-1-ol). Reactants: C(C)(C)(C)[Si](OCC#CCCOC1OCCCC1)(C1=CC=CC=C1)C1=CC=CC=C1 (tert-Butyl-diphenyl-[5-(tetrahydro-pyran-2-yloxy)-pent-2-ynyloxy]-silane), CC1=CC=C(C=C1)S(=O)(=O)[O-].C1=CC=[NH+]C=C1 (PPTS). Solvent: CO (MeOH). As a reaction SMILES: [C:1]([Si:5]([C:25]1[CH:30]=[CH:29][CH:28]=[CH:27][CH:26]=1)([C:19]1[CH:24]=[CH:23][CH:22]=[CH:21][CH:20]=1)[O:6][CH2:7][C:8]#[C:9][CH2:10][CH2:11][O:12]C1CCCCO1)([CH3:4])([CH3:3])[CH3:2].CC1C=CC(S([O-])(=O)=O)=CC=1.C1C=C[NH+]=CC=1>CO>[C:1]([Si:5]([C:19]1[CH:24]=[CH:23][CH:22]=[CH:21][CH:20]=1)([C:25]1[CH:30]=[CH:29][CH:28]=[CH:27][CH:26]=1)[O:6][CH2:7][C:8]#[C:9][CH2:10][CH2:11][OH:12])([CH3:4])([CH3:2])[CH3:3] |f:1.2|. The reactants are C(#N)C1=CC=C(CN2C=NC=C2CN2CCC(CC2)C(C2=CC(=CC=C2)C)=O)C=C1 (1-[3-(4-Cyanobenzyl)-3H-imidazol-4-ylmethyl]-4-(3-methylbenzoyl)piperidine), [BH4-].[Na+] (sodium borohydride), resultant solution. The solvent is CO (methanol). The product is C(#N)C1=CC=C(CN2C=NC=C2CN2CCC(CC2)C(C=2C=C(C=CC2)C)O)C=C1 (1-[3-(4-Cyanobenzyl)-3H-imidazol-4-ylmethyl]-4-(hydroxy-m-tolylmethyl)piperidine). As a reaction SMILES: [C:1]([C:3]1[CH:30]=[CH:29][C:6]([CH2:7][N:8]2[C:12]([CH2:13][N:14]3[CH2:19][CH2:18][CH:17]([C:20](=[O:28])[C:21]4[CH:26]=[CH:25][CH:24]=[C:23]([CH3:27])[CH:22]=4)[CH2:16][CH2:15]3)=[CH:11][N:10]=[CH:9]2)=[CH:5][CH:4]=1)#[N:2].[BH4-].[Na+]>CO>[C:1]([C:3]1[CH:4]=[CH:5][C:6]([CH2:7][N:8]2[C:12]([CH2:13][N:14]3[CH2:15][CH2:16][CH:17]([CH:20]([OH:28])[C:21]4[CH:22]=[C:23]([CH3:27])[CH:24]=[CH:25][CH:26]=4)[CH2:18][CH2:19]3)=[CH:11][N:10]=[CH:9]2)=[CH:29][CH:30]=1)#[N:2] |f:1.2|. Reported procedure: A solution of 1-[3-(4-cyanobenzyl)-3H-imidazol-4-ylmethyl]-4-(3-methylbenzoyl)piperidine (175 mg, 0.44 mmol; Example 104) in methanol (5 mL) was treated with sodium borohydride (12 mg, 0.31 mmol) at room temp. The resultant solution was stirred at room temp. for 30 min., and concentrated under vacuum. The residue was subjected to column chromatography on silica gel eluting with chloroform saturated with ammonia gas. Collection and concentration of appropriate fractions provided the title product... The reactants are CC=1C(=CSC1)N=C=S (4-methyl-3-thienyl isothiocyanate), ClC1=CC(=C(C=C1Cl)N)N (4,5-dichloro-1,2-diaminobenzene). Product: Cl.ClC1=CC2=C(N=C(N2)NC2=CSC=C2C)C=C1Cl ((5,6-Dichloro-2-benzimidazolyl)-4-methyl-3-thienylamine hydrochloride). Reaction SMILES: [CH3:1][C:2]1[C:3]([N:7]=[C:8]=S)=[CH:4][S:5][CH:6]=1.[Cl:10][C:11]1[C:16]([Cl:17])=[CH:15][C:14]([NH2:18])=[C:13]([NH2:19])[CH:12]=1>>[ClH:10].[Cl:10][C:11]1[C:16]([Cl:17])=[CH:15][C:14]2[N:18]=[C:8]([NH:7][C:3]3[C:2]([CH3:1])=[CH:6][S:5][CH:4]=3)[NH:19][C:13]=2[CH:12]=1 |f:2.3|. Procedure details: N-(2-Amino-4,5-dichlorophenyl)-N′-(4-methyl-3-thienyl)thiourea is obtained analogously to the reaction described in example 1b) from 4-methyl-3-thienyl isothiocyanate and 4,5-dichloro-1,2-diaminobenzene. Crystalline solid, m.p. 310-320° C. b) 3N-(5,6-Dichloro-2-benzimidazolyl)-4-methyl-3-thienylamine hydrochloride is obtained analogously to the procedure described in example 1c) from N-(2-amino-4,5-dichlorophenyl)-N′-(4-methyl-3-thienyl)thiourea and methyl iodide. Reactants: BrCc1ccc(Br)cc1CBr, C1CCOC1, [Li]CCCC, O=C1Cc2ccccc2N1. Yields the product O=C1Nc2ccccc2C12Cc1ccc(Br)cc1C2. RXN SMILES: [Br:16][c:17]1[cH:18][c:19]([CH2:25][Br:26])[c:20]([CH2:23][Br:24])[cH:21][cH:22]1.[CH2:27]1[O:28][CH2:29][CH2:30][CH2:31]1.[Li:11][CH2:12][CH2:13][CH2:14][CH3:15].[NH:1]1[C:2](=[O:10])[CH2:3][c:4]2[cH:5][cH:6][cH:7][cH:8][c:9]21>>[NH:1]1[C:2](=[O:10])[C:3]2([c:4]3[cH:5][cH:6][cH:7][cH:8][c:9]31)[CH2:23][c:20]1[c:19]([cH:18][c:17]([Br:16])[cH:22][cH:21]1)[CH2:25]2. Reaction SMILES: [Cl:1][C:2]1[N:3]=[C:4]([C:33]2[CH:38]=[CH:37][CH:36]=[CH:35][CH:34]=2)[N:5]([CH2:9][C:10]2[CH:15]=[CH:14][C:13]([S:16]([C:19]3[CH:24]=[CH:23][CH:22]=[CH:21][C:20]=3[S:25]([N:28]=CN(C)C)(=[O:27])=[O:26])(=[O:18])=[O:17])=[CH:12][CH:11]=2)[C:6]=1[CH:7]=[O:8].O>CCO.Cl>[Cl:1][C:2]1[N:3]=[C:4]([C:33]2[CH:34]=[CH:35][CH:36]=[CH:37][CH:38]=2)[N:5]([CH2:9][C:10]2[CH:15]=[CH:14][C:13]([S:16]([C:19]3[CH:24]=[CH:23][CH:22]=[CH:21][C:20]=3[S:25]([NH2:28])(=[O:26])=[O:27])(=[O:17])=[O:18])=[CH:12][CH:11]=2)[C:6]=1[CH:7]=[O:8]. The product is ClC=1N=C(N(C1C=O)CC1=CC=C(C=C1)S(=O)(=O)C1=C(C=CC=C1)S(=O)(=O)N)C1=CC=CC=C1 (2-[4-(4-Chloro-5-formyl-2-phenylimidazol-1-ylmethyl)benzenesulfonyl]benzenesulfonamide). The solvent is CCO (EtOH), Cl (HCl). Procedure: 230 mg of 2-[4-(4-chloro-5-formyl-2-phenylimidazol-1-ylmethyl)benzenesulfonyl]-N-dimethylaminomethylenebenzenesulfonamide are refluxed for 2 h in 3 ml of EtOH and 3 ml of a saturated aqueous HCl solution. The reaction mixture is allowed to cool and poured onto 10 ml of water, and the product is filtered off. Chromatography on silica gel using MTB yields 151 mg of an amorphous solid. The reactants are ClC=1N=C(N(C1C=O)CC1=CC=C(C=C1)S(=O)(=O)C1=C(C=CC=C1)S(=O)(=O)N=CN(C)C)C1=CC=CC=C1 (2-[4-(4-chloro-5-formyl-2-phenylimidazol-1-ylmethyl)benzenesulfonyl]-N-dimethylaminomethylenebenzenesulfonamide), O (water). The yield is 72.7%.